Dataset: the Open Reaction Database (ORD), a public repository of structured organic reaction records. Task: describe an organic reaction: reactants, conditions, products, and yield Reactants: ON (HONH2), C(C)OC(CCCCCCN(C1=NC=CC=C1)C1=NC=CC(=C1)OC(C)C)=O (7-[(4-Isopropoxy-pyridin-2-yl)-pyridin-2-yl-amino]heptanoic acid ethyl ester). Run in CN(C)C=O (DMF), CO (MeOH). Run at time 26 hour. The product is ONC(CCCCCCN(C1=NC=CC=C1)C1=NC=CC(=C1)OC(C)C)=O (7-[(4-Isopropoxy-pyridin-2-yl)-pyridin-2-yl-amino]heptanoic acid hydroxyamide). Yield: 65.0%. Reaction SMILES: [OH:1][NH2:2].C([O:5][C:6](=O)[CH2:7][CH2:8][CH2:9][CH2:10][CH2:11][CH2:12][N:13]([C:20]1[CH:25]=[C:24]([O:26][CH:27]([CH3:29])[CH3:28])[CH:23]=[CH:22][N:21]=1)[C:14]1[CH:19]=[CH:18][CH:17]=[CH:16][N:15]=1)C>CN(C=O)C.CO>[OH:1][NH:2][C:6](=[O:5])[CH2:7][CH2:8][CH2:9][CH2:10][CH2:11][CH2:12][N:13]([C:20]1[CH:25]=[C:24]([O:26][CH:27]([CH3:29])[CH3:28])[CH:23]=[CH:22][N:21]=1)[C:14]1[CH:19]=[CH:18][CH:17]=[CH:16][N:15]=1. Procedure details: HONH2 (50% aqueous, 2 mL) was added to III (23 mg, 0.06 mmol) in DMF (0.5 mL) and MeOH (2 mL) at rt. The reaction mixture was stirred for 26 h, after which the solvents were evaporated under reduced pressure. The resulting residue was dissolved and co-evaporated with toluene (2×2 mL) then was purified by silica gel column chromatography eluting with CH2Cl2/MeOH (100:5 to 100:8) to furnish IV as a colourless oil (14 mg, 65%). RXN SMILES: [C:18]([O-:19])(=[O:20])[CH3:21].[CH3:23][OH:24].[CH:1]12[C:2](=[O:11])[CH:3]3[CH2:4][CH:5]([CH2:6][CH:7]([CH2:8]1)[CH2:9]3)[CH2:10]2.[ClH:12].[NH2:13][OH:14].[Na+:22].[OH2:15].[OH2:16].[OH2:17]>>[CH:1]12[C:2](=[N:13][OH:14])[CH:3]3[CH2:4][CH:5]([CH2:6][CH:7]([CH2:8]1)[CH2:9]3)[CH2:10]2. Product: ON=C1C2CC3CC(C2)CC1C3. The reactants are CC(=O)[O-], CO, O=C1C2CC3CC(C2)CC1C3, Cl, NO, [Na+], O, O, O. Starting materials: Cn1c(=O)c2c(nc(Cl)n2Cc2ccccc2Br)n(C)c1=O, CC(C)(C)OC(=O)NC1CCNC1. The product is Cn1c(=O)c2c(nc(N3CCC(NC(=O)OC(C)(C)C)C3)n2Cc2ccccc2Br)n(C)c1=O. Reaction SMILES: [Br:1][c:2]1[c:3]([CH2:4][n:5]2[c:6]([Cl:18])[n:7][c:8]3[n:9]([CH3:17])[c:10](=[O:16])[n:11]([CH3:15])[c:12](=[O:14])[c:13]23)[cH:19][cH:20][cH:21][cH:22]1.[C:23]([CH3:24])([CH3:25])([CH3:26])[O:27][C:28](=[O:29])[NH:30][CH:31]1[CH2:32][NH:33][CH2:34][CH2:35]1>>[Br:1][c:2]1[c:3]([CH2:4][n:5]2[c:6]([N:33]3[CH2:32][CH:31]([NH:30][C:28]([O:27][C:23]([CH3:24])([CH3:25])[CH3:26])=[O:29])[CH2:35][CH2:34]3)[n:7][c:8]3[n:9]([CH3:17])[c:10](=[O:16])[n:11]([CH3:15])[c:12](=[O:14])[c:13]23)[cH:19][cH:20][cH:21][cH:22]1. Reactants: [PH4+] (phosphonium), ice water, [Li]CCCC (nBuLi), 2, C(=O)C1=CC=C(C(=O)OC)C=C1 (methyl 4-formylbenzoate). The solvent is O1CCCC1 (tetrahydrofuran). Reaction conditions: time 2 hour. The product is CC1=CC2=C(CCC(CC2)(C)C)C=C1C/C=C/C1=CC=C(C(=O)OC)C=C1 (methyl p-[(E)-(6,7,8,9-tetrahydro-3,7,7-trimethyl-5H-benzocyclohepten-2-yl) propenyl]benzoate). As a reaction SMILES: [PH4+].[Li][CH2:3][CH2:4][CH2:5][CH3:6].[CH:7]([C:9]1[CH:18]=[CH:17][C:12]([C:13]([O:15][CH3:16])=[O:14])=[CH:11][CH:10]=1)=O>O1CCCC1>[CH3:6][C:5]1[C:13]([CH2:12]/[CH:17]=[CH:7]/[C:9]2[CH:18]=[CH:17][C:12]([C:13]([O:15][CH3:16])=[O:14])=[CH:11][CH:10]=2)=[CH:3][C:4]2[CH2:5][CH2:6][C:9]([CH3:18])([CH3:7])[CH2:10][CH2:11][C:3]=2[CH:4]=1. Procedure: In analogy to Example 1B (1st paragraph), from 6,7,8,9-tetrahydro-α,3,7,7-tetramethyl-5H-benzocycloheptene-2-methanol, there is obtained the corresponding phosphonium salt. 5.30 g of the phosphonium salt are suspended in 35 ml of tetrahydrofuran and deprotonized at 0° with 9.0 ml of 1.4M nBuLi (hexane) After 30 minutes, 2 30 g of methyl 4-formylbenzoate are added thereto and the mixture is stirred at room temperature for an additional 2 hours. The mixture is poured on to ice-water, extracted wit... Reactants: O=C1CCCC(=O)C1, Cc1ccccc1, NC1CCN(Cc2ccccc2)CC1. Product: O=C1C=C(NC2CCN(Cc3ccccc3)CC2)CCC1. Reaction SMILES: [C:1]1(=[O:8])[CH2:2][C:3](=[O:7])[CH2:4][CH2:5][CH2:6]1.[CH3:23][c:24]1[cH:25][cH:26][cH:27][cH:28][cH:29]1.[NH2:9][CH:10]1[CH2:11][CH2:12][N:13]([CH2:16][c:17]2[cH:18][cH:19][cH:20][cH:21][cH:22]2)[CH2:14][CH2:15]1>>[C:1]1([NH:9][CH:10]2[CH2:11][CH2:12][N:13]([CH2:16][c:17]3[cH:18][cH:19][cH:20][cH:21][cH:22]3)[CH2:14][CH2:15]2)=[CH:2][C:3](=[O:7])[CH2:4][CH2:5][CH2:6]1. Reactants: C(C)(C)(C)OC(=O)N(C=1OCC([C@@](N1)(C)[C@@H]1[C@H](C1)C(=O)OCC)(F)F)C(=O)OC(C)(C)C ((1S,2S)-rel-ethyl 2-((R)-2-(bis(tert-butoxycarbonyl)amino)-5,5-difluoro-4-methyl-5,6-dihydro-4H-1,3-oxazin-4-yl)cyclopropanecarboxylate), [OH-].[Na+] (sodium hydroxide), Cl (hydrochloric acid). Run in C(C)O (ethanol). The product is C(C)(C)(C)OC(=O)NC=1OCC([C@@](N1)(C)[C@@H]1[C@H](C1)C(=O)O)(F)F ((1S,2S)-rel-2-((R)-2-tert-butoxycarbonylamino-5,5-difluoro-4-methyl-5,6-dihydro-4H-[1,3]oxazin-4-yl)-cyclopropane-carboxylic acid). The yield is 64.1%. RXN SMILES: [C:1]([O:5][C:6]([N:8](C(OC(C)(C)C)=O)[C:9]1[O:10][CH2:11][C:12]([F:25])([F:24])[C@:13]([C@H:16]2[CH2:18][C@@H:17]2[C:19]([O:21]CC)=[O:20])([CH3:15])[N:14]=1)=[O:7])([CH3:4])([CH3:3])[CH3:2].[OH-].[Na+].Cl>C(O)C>[C:1]([O:5][C:6]([NH:8][C:9]1[O:10][CH2:11][C:12]([F:24])([F:25])[C@:13]([C@H:16]2[CH2:18][C@@H:17]2[C:19]([OH:21])=[O:20])([CH3:15])[N:14]=1)=[O:7])([CH3:2])([CH3:3])[CH3:4] |f:1.2|. Procedure details: A solution of (1S,2S)-rel-ethyl 2-((R)-2-(bis(tert-butoxycarbonyl)amino)-5,5-difluoro-4-methyl-5,6-dihydro-4H-1,3-oxazin-4-yl)cyclopropanecarboxylate (519 mg, 1.12 mmol) in ethanol (10 ml) and sodium hydroxide (2M; 2.24 ml, 4.49 mmol) was heated at 40° C. for 90 minutes. Thereafter hydrochloric acid (1N) was added dropwise under cooling with ice until a neutral pH was reached. For the workup, the solvent was removed at reduced pressure, the residue taken up in water and dichloromethane, and the ... Starting materials: COc1ccc(S(=O)(=O)CC(O)(CS(=O)(=O)c2ccc(-c3ccccc3)cc2)C(=O)NOCc2ccccc2)cc1, CCO, [H][H]. Yields the product COc1ccc(S(=O)(=O)CC(O)(CS(=O)(=O)c2ccc(-c3ccccc3)cc2)C(=O)NO)cc1. Reaction SMILES: [CH2:1]([c:2]1[cH:3][cH:4][cH:5][cH:6][cH:7]1)[O:8][NH:9][C:10]([C:11]([CH2:12][S:13](=[O:14])(=[O:15])[c:16]1[cH:17][cH:18][c:19](-[c:22]2[cH:23][cH:24][cH:25][cH:26][cH:27]2)[cH:20][cH:21]1)([CH2:28][S:29](=[O:30])(=[O:31])[c:32]1[cH:33][cH:34][c:35]([O:38][CH3:39])[cH:36][cH:37]1)[OH:40])=[O:41].[CH3:44][CH2:45][OH:46].[H:42][H:43]>>[OH:8][NH:9][C:10]([C:11]([CH2:12][S:13](=[O:14])(=[O:15])[c:16]1[cH:17][cH:18][c:19](-[c:22]2[cH:23][cH:24][cH:25][cH:26][cH:27]2)[cH:20][cH:21]1)([CH2:28][S:29](=[O:30])(=[O:31])[c:32]1[cH:33][cH:34][c:35]([O:38][CH3:39])[cH:36][cH:37]1)[OH:40])=[O:41].